This data is from the Open Reaction Database (ORD), a public repository of structured organic reaction records. The task is: describe an organic reaction: reactants, conditions, products, and yield Starting materials: COC(=O)C(Cc1ccccc1)C(C)O, CC(C)O, NN, O. Reaction SMILES: [CH2:1]([c:2]1[cH:3][cH:4][cH:5][cH:6][cH:7]1)[CH:8]([C:9](=[O:10])[O:11][CH3:12])[CH:13]([CH3:14])[OH:15].[CH3:19][CH:20]([OH:21])[CH3:22].[NH2:17][NH2:18].[OH2:16]>>[CH2:1]([c:2]1[cH:3][cH:4][cH:5][cH:6][cH:7]1)[CH:8]([C:9](=[O:10])[NH:17][NH2:18])[CH:13]([CH3:14])[OH:15]. Yields the product CC(O)C(Cc1ccccc1)C(=O)NN. The reactants are CC=1N=CC2=CC=CC(=C2C1)[N+](=O)[O-] (3-methyl-5-nitroisoquinoline), FC(C1=CC=C(CN=C=O)C=C1)(F)F ([4-(trifluoromethyl)benzyl]isocyanate), CC=1N=CC2=C(C=CC=C2C1)[N+](=O)[O-] (3-methyl-8-nitroisoquinoline), amines. The product is CC=1N=CC2=C(C=CC=C2C1)NC(=O)NCC1=CC=C(C=C1)C(F)(F)F (N-(3-Methylisoquinolin-8-yl)-N′-[4-(trifluoromethyl)benzyl]urea). Reaction SMILES: CC1N=CC2C(C=1)=C([N+]([O-])=O)C=CC=2.[CH3:15][C:16]1[N:17]=[CH:18][C:19]2[C:24]([CH:25]=1)=[CH:23][CH:22]=[CH:21][C:20]=2[N+:26]([O-])=O.[F:29][C:30]([F:42])([F:41])[C:31]1[CH:40]=[CH:39][C:34]([CH2:35][N:36]=[C:37]=[O:38])=[CH:33][CH:32]=1>>[CH3:15][C:16]1[N:17]=[CH:18][C:19]2[C:24]([CH:25]=1)=[CH:23][CH:22]=[CH:21][C:20]=2[NH:26][C:37]([NH:36][CH2:35][C:34]1[CH:33]=[CH:32][C:31]([C:30]([F:29])([F:42])[F:41])=[CH:40][CH:39]=1)=[O:38]. Reported procedure: A sample of 3-methyl-5-nitroisoquinoline (Description 44) enriched in the nitration byproduct 3-methyl-8-nitroisoquinoline was reduced according to Description 45 and the mixture of amines reacted with [4-(trifluoromethyl)benzyl]isocyanate (Description 58) according to the procedure of Description 61. Isomer separation of the products gave the title compound. m/z (ES+) 360 (M+H)+. Product: C(C)(C)N1N=C(N=C1C=1N=C2N(CCOC3=C2C=CC(=C3)C3=CC=NN3C3CN(CCC3)C(CO)(C)C)C1)C (2-(3-(5-(2-(1-isopropyl-3-methyl-1H-1,2,4-triazol-5-yl)-5,6-dihydrobenzo[f]imidazo[1,2-d][1,4]oxazepin-9-yl)-1H-pyrazol-1-yl)piperidin-1-yl)-2-methylpropan-1-ol). Procedure details: To a solution of ethyl 2-(3-(5-(2-(1-isopropyl-3-methyl-1H-1,2,4-triazol-5-yl)-5,6-dihydrobenzo[f]imidazo[1,2-d][1,4]oxazepin-9-yl)-1H-pyrazol-1-yl)piperidin-1-yl)-2-methylpropanoate (150 mg, 0.26 mmol) in Tetrahydrofuran (2.00 mL) at 0° C. was added Lithium Aluminum Hydride (1 mol/L) in THF (0.52 mL, 0.5238 mmol) dropwise. The reaction mixture was slowly allowed to warm up to room temperature and was stirred for 2 hours. LC-MS analysis of the reaction mixture showed no more starting material an... Reactants: C(C)(C)N1N=C(N=C1C=1N=C2N(CCOC3=C2C=CC(=C3)C3=CC=NN3C3CN(CCC3)C(C(=O)OCC)(C)C)C1)C (ethyl 2-(3-(5-(2-(1-isopropyl-3-methyl-1H-1,2,4-triazol-5-yl)-5,6-dihydrobenzo[f]imidazo[1,2-d][1,4]oxazepin-9-yl)-1H-pyrazol-1-yl)piperidin-1-yl)-2-methylpropanoate), [H-].[Al+3].[Li+].[H-].[H-].[H-] (Lithium Aluminum Hydride). Solvent: O1CCCC1 (Tetrahydrofuran), C1CCOC1 (THF). Reaction SMILES: [CH:1]([N:4]1[C:8]([C:9]2[N:10]=[C:11]3[C:17]4[CH:18]=[CH:19][C:20]([C:22]5[N:26]([CH:27]6[CH2:32][CH2:31][CH2:30][N:29]([C:33]([CH3:40])([CH3:39])[C:34](OCC)=[O:35])[CH2:28]6)[N:25]=[CH:24][CH:23]=5)=[CH:21][C:16]=4[O:15][CH2:14][CH2:13][N:12]3[CH:41]=2)=[N:7][C:6]([CH3:42])=[N:5]1)([CH3:3])[CH3:2].[H-].[Al+3].[Li+].[H-].[H-].[H-]>O1CCCC1>[CH:1]([N:4]1[C:8]([C:9]2[N:10]=[C:11]3[C:17]4[CH:18]=[CH:19][C:20]([C:22]5[N:26]([CH:27]6[CH2:32][CH2:31][CH2:30][N:29]([C:33]([CH3:40])([CH3:39])[CH2:34][OH:35])[CH2:28]6)[N:25]=[CH:24][CH:23]=5)=[CH:21][C:16]=4[O:15][CH2:14][CH2:13][N:12]3[CH:41]=2)=[N:7][C:6]([CH3:42])=[N:5]1)([CH3:3])[CH3:2] |f:1.2.3.4.5.6|. Conditions: time 2 hour. Reactants: CC(C)(C)OC(=O)N1CCC(NCc2ccccc2)C(F)C1, CO, Cl. Product: FC1CNCCC1NCc1ccccc1, Cl. RXN SMILES: [CH2:2]([c:3]1[cH:4][cH:5][cH:6][cH:7][cH:8]1)[NH:9][CH:10]1[CH:11]([F:23])[CH2:12][N:13]([C:16]([O:17][C:18]([CH3:19])([CH3:20])[CH3:21])=[O:22])[CH2:14][CH2:15]1.[CH3:24][OH:25].[ClH:1]>>[CH2:2]([c:3]1[cH:4][cH:5][cH:6][cH:7][cH:8]1)[NH:9][CH:10]1[CH:11]([F:23])[CH2:12][NH:13][CH2:14][CH2:15]1.[ClH:1].